Dataset: the Open Reaction Database (ORD), a public repository of structured organic reaction records. Task: describe an organic reaction: reactants, conditions, products, and yield The product is C=Cc1cc(C(=O)OC)ccc1OCC1CCCCC1. RXN SMILES: [CH:1]1([CH2:7][O:8][c:9]2[c:10]([Br:19])[cH:11][c:12]([C:13](=[O:14])[O:15][CH3:16])[cH:17][cH:18]2)[CH2:2][CH2:3][CH2:4][CH2:5][CH2:6]1.[CH:20](=[CH2:21])[Sn:22]([CH2:23][CH2:24][CH2:25][CH3:26])([CH2:27][CH2:28][CH2:29][CH3:30])[CH2:31][CH2:32][CH2:33][CH3:34].[O:35]1[CH2:36][CH2:37][O:38][CH2:39][CH2:40]1.[cH:41]1[cH:42][cH:43][c:44]([P:45]([Pd:46]([P:47]([c:48]2[cH:49][cH:50][cH:51][cH:52][cH:53]2)([c:54]2[cH:55][cH:56][cH:57][cH:58][cH:59]2)[c:60]2[cH:61][cH:62][cH:63][cH:64][cH:65]2)([P:66]([c:67]2[cH:68][cH:69][cH:70][cH:71][cH:72]2)([c:73]2[cH:74][cH:75][cH:76][cH:77][cH:78]2)[c:79]2[cH:80][cH:81][cH:82][cH:83][cH:84]2)[P:85]([c:86]2[cH:87][cH:88][cH:89][cH:90][cH:91]2)([c:92]2[cH:93][cH:94][cH:95][cH:96][cH:97]2)[c:98]2[cH:99][cH:100][cH:101][cH:102][cH:103]2)([c:104]2[cH:105][cH:106][cH:107][cH:108][cH:109]2)[c:110]2[cH:111][cH:112][cH:113][cH:114][cH:115]2)[cH:116][cH:117]1>>[CH:1]1([CH2:7][O:8][c:9]2[c:10]([CH:20]=[CH2:21])[cH:11][c:12]([C:13](=[O:14])[O:15][CH3:16])[cH:17][cH:18]2)[CH2:2][CH2:3][CH2:4][CH2:5][CH2:6]1. The reactants are COC(=O)c1ccc(OCC2CCCCC2)c(Br)c1, C=C[Sn](CCCC)(CCCC)CCCC, C1COCCO1, c1ccc(P(c2ccccc2)(c2ccccc2)[Pd](P(c2ccccc2)(c2ccccc2)c2ccccc2)(P(c2ccccc2)(c2ccccc2)c2ccccc2)P(c2ccccc2)(c2ccccc2)c2ccccc2)cc1.